From a dataset of the Open Reaction Database (ORD), a public repository of structured organic reaction records. describe an organic reaction: reactants, conditions, products, and yield The reactants are CN1CCC(=CC1)C1=CNC2=CC=C(C=C12)C(F)(F)F (3-(1-methyl-1,2,3,6-tetrahydro-4-pyridinyl)-5-trifluoromethyl-1H-indole), COC1=CC=C(C=C1)S(=O)(=O)Cl (4-methoxyphenylsulfonyl chloride), Cl (HCl). Product: Cl.COC1=CC=C(C=C1)S(=O)(=O)N1C=C(C2=CC(=CC=C12)C(F)(F)F)C=1CCN(CC1)C (1-(4-Methoxyphenylsulfonyl)-3-(1-methyl-1,2,3,6-tetrahydro-4-pyridinyl)-5-trifluoromethylindole hydrochloride). Reaction SMILES: [CH3:1][N:2]1[CH2:7][CH:6]=[C:5]([C:8]2[C:16]3[C:11](=[CH:12][CH:13]=[C:14]([C:17]([F:20])([F:19])[F:18])[CH:15]=3)[NH:10][CH:9]=2)[CH2:4][CH2:3]1.[CH3:21][O:22][C:23]1[CH:28]=[CH:27][C:26]([S:29]([Cl:32])(=[O:31])=[O:30])=[CH:25][CH:24]=1.Cl>>[ClH:32].[CH3:21][O:22][C:23]1[CH:24]=[CH:25][C:26]([S:29]([N:10]2[C:11]3[C:16](=[CH:15][C:14]([C:17]([F:20])([F:18])[F:19])=[CH:13][CH:12]=3)[C:8]([C:5]3[CH2:4][CH2:3][N:2]([CH3:1])[CH2:7][CH:6]=3)=[CH:9]2)(=[O:31])=[O:30])=[CH:27][CH:28]=1 |f:3.4|. Reported procedure: (22.2 mg, 69%); from 3-(1-methyl-1,2,3,6-tetrahydro-4-pyridinyl)-5-trifluoromethyl-1H-indole (Example 4i, 20 mg, 0.071 mmol) and 4-methoxyphenylsulfonyl chloride (22.1 mg, 0.107 mmol). HRMS-FAB+ for C22H21N2O3SF3.HCl, calculated MH+ : 451.13031; found: 451.13007. Reactants: Cl.NO (Hydroxylamine hydrochloride), OC1=C(C=C2C(C(=C(OC2=C1)C)C1=CC=C(C=C1)OC)=O)C1=CC=CC=C1 (7-hydroxy-3-(4-methoxy-phenyl)-2-methyl-6-phenyl-chromen-4-one), O (water). The solvent is N1=CC=CC=C1 (pyridine). Product: COC1=CC=C(C=C1)C=1C(=NOC1C1=C(C=C(C(=C1)C1=CC=CC=C1)O)O)C (5-[4(4-Methoxy-phenyl)-3-methyl-isoxazol-5-yl]-biphenyl-2,4-diol). Yield: 73.9%. Reaction SMILES: Cl.[NH2:2]O.[OH:4][C:5]1[CH:14]=[C:13]2[C:8]([C:9](=[O:24])[C:10]([C:16]3[CH:21]=[CH:20][C:19]([O:22][CH3:23])=[CH:18][CH:17]=3)=[C:11]([CH3:15])[O:12]2)=[CH:7][C:6]=1[C:25]1[CH:30]=[CH:29][CH:28]=[CH:27][CH:26]=1.O>N1C=CC=CC=1>[CH3:23][O:22][C:19]1[CH:20]=[CH:21][C:16]([C:10]2[C:11]([CH3:15])=[N:2][O:24][C:9]=2[C:8]2[CH:7]=[C:6]([C:25]3[CH:30]=[CH:29][CH:28]=[CH:27][CH:26]=3)[C:5]([OH:4])=[CH:14][C:13]=2[OH:12])=[CH:17][CH:18]=1 |f:0.1|. Procedure: Hydroxylamine hydrochloride (75 mg, 1.08 mmol) was added to a suspension of 7-hydroxy-3-(4-methoxy-phenyl)-2-methyl-6-phenyl-chromen-4-one (105 mg, 0.29 mmol) in pyridine (2 ml) and the mixture heated under reflux for ˜6 hrs., to give a pale yellow solution. The solution was allowed to cool and water (20 ml) added. The mixture was extracted with diethyl ether (2×10 ml). The combined extracts were washed with water (2×20 ml) and saturated aqueous sodium chloride solution (10 ml). The solution was... Starting materials: C(C)(C)(C)OC(CC[C@H](NCC1=CC(=NC=C1[N+](=O)[O-])OC1=CC=CC=C1)C1CCCCC1)=O (4-(S)-cyclohexyl-4-[(5-nitro-2-phenoxy-pyridin-4-ylmethyl)-amino]-butyric acid tert-butyl ester). Reagents/catalysts: [Pd] (Pd on activated carbon). The solvent is CO (MeOH). Reaction conditions: time 2 hour. Product: C(C)(C)(C)OC(CC[C@@H](C1CCCCC1)NCC1=CC(=NC=C1N)OC1=CC=CC=C1)=O (4-[(5-amino-2-phenoxy-pyridin-4-ylmethyl)-amino]-4-(S)-cyclohexyl-butyric acid tert-butyl ester). Reaction SMILES: [C:1]([O:5][C:6](=[O:34])[CH2:7][CH2:8][C@@H:9]([CH:28]1[CH2:33][CH2:32][CH2:31][CH2:30][CH2:29]1)[NH:10][CH2:11][C:12]1[C:17]([N+:18]([O-])=O)=[CH:16][N:15]=[C:14]([O:21][C:22]2[CH:27]=[CH:26][CH:25]=[CH:24][CH:23]=2)[CH:13]=1)([CH3:4])([CH3:3])[CH3:2]>CO.[Pd]>[C:1]([O:5][C:6](=[O:34])[CH2:7][CH2:8][C@H:9]([NH:10][CH2:11][C:12]1[C:17]([NH2:18])=[CH:16][N:15]=[C:14]([O:21][C:22]2[CH:27]=[CH:26][CH:25]=[CH:24][CH:23]=2)[CH:13]=1)[CH:28]1[CH2:33][CH2:32][CH2:31][CH2:30][CH2:29]1)([CH3:4])([CH3:2])[CH3:3]. Procedure: To a solution of 4-(S)-cyclohexyl-4-[(5-nitro-2-phenoxy-pyridin-4-ylmethyl)-amino]-butyric acid tert-butyl ester (4.8 g, 10.2 mmol) in MeOH (50 mL) was added 10% Pd on activated carbon (0.8 g) under N2. The resulting mixture was subjected to hydrogenation at 5 psi for 2 hours. The catalyst was removed by filtration, and the MeOH was evaporated in vacuo to yield 4-[(5-amino-2-phenoxy-pyridin-4-ylmethyl)-amino]-4-(S)-cyclohexyl-butyric acid tert-butyl ester as an oil. Reactants: S(O)(O)(=O)=O (sulphuric acid), C(C)OCOC=1C=C(C=C(C1)OCOCC)C=CC=1C=C(C=CC1)C=CCCCCC(CC)(O)CC (9-{3-[2-(3,5-bis-ethoxymethoxyphenyl)vinyl]phenyl}-3-ethylnon-8-en-3-ol). The solvent is CO (methanol), C1CCOC1 (THF), CO (methanol). The product is C(C)C(CCCCC=CC=1C=C(C=CC1)C=CC=1C=C(C=C(C1)O)O)(CC)O (5-{2-[3-(7-Ethyl-7-hydroxynon-1-enyl)phenyl]vinyl}-benzene-1,3-diol). Reaction SMILES: S(=O)(=O)(O)O.C(OC[O:10][C:11]1[CH:12]=[C:13]([CH:22]=[CH:23][C:24]2[CH:25]=[C:26]([CH:30]=[CH:31][CH2:32][CH2:33][CH2:34][CH2:35][C:36]([CH2:40][CH3:41])([OH:39])[CH2:37][CH3:38])[CH:27]=[CH:28][CH:29]=2)[CH:14]=[C:15]([O:17]COCC)[CH:16]=1)C>CO.C1COCC1>[CH2:37]([C:36]([OH:39])([CH2:40][CH3:41])[CH2:35][CH2:34][CH2:33][CH2:32][CH:31]=[CH:30][C:26]1[CH:25]=[C:24]([CH:23]=[CH:22][C:13]2[CH:14]=[C:15]([OH:17])[CH:16]=[C:11]([OH:10])[CH:12]=2)[CH:29]=[CH:28][CH:27]=1)[CH3:38]. Procedure: In a manner similar to Example 1(j), by reacting 0.3 ml of concentrated sulphuric acid in 7 ml of methanol with 700 mg (1.41 mmol) of 9-{3-[2-(3,5-bis-ethoxymethoxyphenyl)vinyl]phenyl}-3-ethylnon-8-en-3-ol in 7 ml of methanol and 7 ml of THF, after purification on a silica column (ethyl acetate 40-heptane 60), beige crystals (m=477 mg; Y=77%) are obtained. m.p.=98-102° C. Reactants: BrC1=C(C=CC=C1)C(=O)N=C=S (2-bromo-1-benzenecarbonyl isothiocyanate), BrC1=C(C=CC=C1)C(=O)Cl (2-bromo-1-benzenecarbonyl chloride), COC=1C=C2C(=CC=NC2=CC1OC)OC1=C(C=C(N)C=C1)F (4-[(6,7-Dimethoxy-4-quinolyl)oxy]-3-fluoroaniline). Run in C(C)O (ethanol), C(C)O (ethanol), C1(=CC=CC=C1)C (toluene). Reaction conditions: time 2 hour. Product: BrC1=C(C=CC=C1)C(=O)N=C=S (2-Bromo-1-benzenecarbonyl isothiocyanate), BrC1=C(C(=O)NC(=S)NC2=CC(=C(C=C2)OC2=CC=NC3=CC(=C(C=C23)OC)OC)F)C=CC=C1 (N-(2-Bromobenzoyl)-N′-{4-[(6,7-dimethoxy-4-quinolyl)oxy]-3-fluorophenyl}thiourea). The yield is 83.0%. As a reaction SMILES: BrC1C=CC=CC=1C(Cl)=O.[CH3:11][O:12][C:13]1[CH:14]=[C:15]2[C:20](=[CH:21][C:22]=1[O:23][CH3:24])[N:19]=[CH:18][CH:17]=[C:16]2[O:25][C:26]1[CH:32]=[CH:31][C:29]([NH2:30])=[CH:28][C:27]=1[F:33].[Br:34][C:35]1[CH:40]=[CH:39][CH:38]=[CH:37][C:36]=1[C:41]([N:43]=[C:44]=[S:45])=[O:42]>C1(C)C=CC=CC=1.C(O)C>[Br:34][C:35]1[CH:40]=[CH:39][CH:38]=[CH:37][C:36]=1[C:41]([N:43]=[C:44]=[S:45])=[O:42].[Br:34][C:35]1[CH:40]=[CH:39][CH:38]=[CH:37][C:36]=1[C:41]([NH:43][C:44]([NH:30][C:29]1[CH:31]=[CH:32][C:26]([O:25][C:16]2[C:15]3[C:20](=[CH:21][C:22]([O:23][CH3:24])=[C:13]([O:12][CH3:11])[CH:14]=3)[N:19]=[CH:18][CH:17]=2)=[C:27]([F:33])[CH:28]=1)=[S:45])=[O:42]. Procedure details: 2-Bromo-1-benzenecarbonyl isothiocyanate was prepared using commercially available 2-bromo-1-benzenecarbonyl chloride (80 mg) as a starting compound according to the description of the literature. 4-[(6,7-Dimethoxy-4-quinolyl)oxy]-3-fluoroaniline (50 mg) was dissolved in toluene (5 ml) and ethanol (1 ml) to prepare a solution. A solution of 2-bromo-1-benzenecarbonyl isothiocyanate in ethanol (1 ml) was then added to the solution, and the mixture was stirred at room temperature for 2 hr. The reac... Starting materials: NC=1C=CC(=C(C1)[C@]1(N=C(OC(C1(F)F)(C)C)N)C)F ((R)-4-(5-amino-2-fluoro-phenyl)-5,5-difluoro-4,6,6-trimethyl-5,6-dihydro-4H-[1,3]oxazin-2-ylamine), ClC1=CC=C(N=N1)C(=O)O (6-chloro-pyridazine-3-carboxylic acid). The product is NC=1OC(C([C@@](N1)(C)C=1C=C(C=CC1F)NC(=O)C=1N=NC(=CC1)Cl)(F)F)(C)C (6-chloro-pyridazine-3-carboxylic acid [3-((R)-2-amino-5,5-difluoro-4,6,6-trimethyl-5,6-dihydro-4H-[1,3]oxazin-4-yl)-4-fluoro-phenyl]-amide). Reaction SMILES: [NH2:1][C:2]1[CH:3]=[CH:4][C:5]([F:20])=[C:6]([C@:8]2([CH3:19])[C:13]([F:15])([F:14])[C:12]([CH3:17])([CH3:16])[O:11][C:10]([NH2:18])=[N:9]2)[CH:7]=1.[Cl:21][C:22]1[N:27]=[N:26][C:25]([C:28](O)=[O:29])=[CH:24][CH:23]=1>>[NH2:18][C:10]1[O:11][C:12]([CH3:16])([CH3:17])[C:13]([F:14])([F:15])[C@:8]([C:6]2[CH:7]=[C:2]([NH:1][C:28]([C:25]3[N:26]=[N:27][C:22]([Cl:21])=[CH:23][CH:24]=3)=[O:29])[CH:3]=[CH:4][C:5]=2[F:20])([CH3:19])[N:9]=1. Reported procedure: The condensation of (R)-4-(5-amino-2-fluoro-phenyl)-5,5-difluoro-4,6,6-trimethyl-5,6-dihydro-4H-[1,3]oxazin-2-ylamine (intermediate XI-2) and 6-chloro-pyridazine-3-carboxylic acid following procedure I yielded the 6-chloro-pyridazine-3-carboxylic acid [3-((R)-2-amino-5,5-difluoro-4,6,6-trimethyl-5,6-dihydro-4H-[1,3]oxazin-4-yl)-4-fluoro-phenyl]-amide which, after treatment with hydrochloric acid in dioxane (4N), evaporation and trituration with diethylether, gave the title compound as a white so...